Dataset: the Open Reaction Database (ORD), a public repository of structured organic reaction records. Task: describe an organic reaction: reactants, conditions, products, and yield Starting materials: ClC1=C2N=CNC2=NC(=N1)NCCN1CCCCC1 ((6-Chloro-9H-purin-2-yl)-(2-piperidin-1-yl-ethyl)-amine), C1(=CC=CC=C1)C(CN)C1=CC=CC=C1 (2,2-diphenylethylamine), C(C)(C)N(C(C)C)CC (N,N-diisopropylethylamine). Solvent: C(C)(C)O (isopropanol). The product is C1(=CC=CC=C1)C(CNC1=C2N=CNC2=NC(=N1)NCCN1CCCCC1)C1=CC=CC=C1 (N6-(2,2-Diphenyl-ethyl)-N2-(2-piperidin-1-yl-ethyl)-9H-purine-2,6-diamine), solid. RXN SMILES: Cl[C:2]1[N:10]=[C:9]([NH:11][CH2:12][CH2:13][N:14]2[CH2:19][CH2:18][CH2:17][CH2:16][CH2:15]2)[N:8]=[C:7]2[C:3]=1[N:4]=[CH:5][NH:6]2.[C:20]1([CH:26]([C:29]2[CH:34]=[CH:33][CH:32]=[CH:31][CH:30]=2)[CH2:27][NH2:28])[CH:25]=[CH:24][CH:23]=[CH:22][CH:21]=1.C(N(CC)C(C)C)(C)C>C(O)(C)C>[C:29]1([CH:26]([C:20]2[CH:21]=[CH:22][CH:23]=[CH:24][CH:25]=2)[CH2:27][NH:28][C:2]2[N:10]=[C:9]([NH:11][CH2:12][CH2:13][N:14]3[CH2:19][CH2:18][CH2:17][CH2:16][CH2:15]3)[N:8]=[C:7]3[C:3]=2[N:4]=[CH:5][NH:6]3)[CH:30]=[CH:31][CH:32]=[CH:33][CH:34]=1. Reported procedure: A mixture of Intermediate 38 (5.000 g, 17.8 mmol), 2,2-diphenylethylamine (5.200 g, 27 mmol) and N,N-diisopropylethylamine (6.2 ml, 36 mmol) in isopropanol (100 ml) was heated to reflux overnight. Upon cooling the solvent was removed in vacuo and the residue was purified using flash column chromatography with a Biotage column (90 g, SiO2) eluting with 5% methanol/chloroform/1% ammonia gave the title compound as an off white solid (4.500 g). Product: O=C(c1cnoc1-c1ccc(C(F)(F)F)cc1)N1CCCC1Cc1ccccc1. Reactants: c1ccc(CC2CCCN2)cc1, O=C(O)c1cnoc1-c1ccc(C(F)(F)F)cc1. Reaction SMILES: [CH2:19]([c:20]1[cH:21][cH:22][cH:23][cH:24][cH:25]1)[CH:26]1[NH:27][CH2:28][CH2:29][CH2:30]1.[F:1][C:2]([c:3]1[cH:4][cH:5][c:6](-[c:9]2[c:10]([C:14](=[O:15])[OH:16])[cH:11][n:12][o:13]2)[cH:7][cH:8]1)([F:17])[F:18]>>[F:1][C:2]([c:3]1[cH:4][cH:5][c:6](-[c:9]2[c:10]([C:14](=[O:16])[N:27]3[CH:26]([CH2:19][c:20]4[cH:21][cH:22][cH:23][cH:24][cH:25]4)[CH2:30][CH2:29][CH2:28]3)[cH:11][n:12][o:13]2)[cH:7][cH:8]1)([F:17])[F:18]. Starting materials: CCCCOC(=O)N1CCC2(CC1)NC(CCSC)C(=O)N2Cc1ccccc1, ClCCl, [Na+], O=C([O-])O, O=C(O)C(F)(F)F. The product is CSCCC1NC2(CCNCC2)N(Cc2ccccc2)C1=O. RXN SMILES: [CH2:8]([c:9]1[cH:10][cH:11][cH:12][cH:13][cH:14]1)[N:15]1[C:16](=[O:36])[CH:17]([CH2:32][CH2:33][S:34][CH3:35])[NH:18][C:19]12[CH2:20][CH2:21][N:22]([C:25]([O:26][CH2:27][CH2:28][CH2:29][CH3:30])=[O:31])[CH2:23][CH2:24]2.[Cl:42][CH2:43][Cl:44].[Na+:41].[O-:37][C:38]([OH:39])=[O:40].[OH:1][C:2]([C:3]([F:4])([F:5])[F:6])=[O:7]>>[CH2:8]([c:9]1[cH:10][cH:11][cH:12][cH:13][cH:14]1)[N:15]1[C:16](=[O:36])[CH:17]([CH2:32][CH2:33][S:34][CH3:35])[NH:18][C:19]12[CH2:20][CH2:21][NH:22][CH2:23][CH2:24]2.